Dataset: the Open Reaction Database (ORD), a public repository of structured organic reaction records. Task: describe an organic reaction: reactants, conditions, products, and yield The reactants are ClC1=NC=CC(=N1)Cl (2,4-dichloropyrimidine), C(C)(C)N(C(C)C)CC (N,N-diisopropylethylamine), IC=1C=C(N)C=CC1 (3-iodoaniline). Solvent: CN1C(CCC1)=O (N-methylpyrrolidinone). Run at temperature 120 celsius. Yields the product ClC1=NC=CC(=N1)NC1=CC(=CC=C1)I (2-Chloro-N-(3-iodophenyl)pyrimidin-4-amine). Yield: 0.0%. RXN SMILES: [Cl:1][C:2]1[N:7]=[C:6](Cl)[CH:5]=[CH:4][N:3]=1.C(N(CC)C(C)C)(C)C.[I:18][C:19]1[CH:20]=[C:21]([CH:23]=[CH:24][CH:25]=1)[NH2:22]>CN1CCCC1=O>[Cl:1][C:2]1[N:7]=[C:6]([NH:22][C:21]2[CH:23]=[CH:24][CH:25]=[C:19]([I:18])[CH:20]=2)[CH:5]=[CH:4][N:3]=1. Procedure details: A solution of 2,4-dichloropyrimidine (3.0 g, 20 mmol) and N,N-diisopropylethylamine (4.2 mL, 24 mmol) in N-methylpyrrolidinone (20 mL) was treated with 3-iodoaniline (2.4 mL, 20 mmol) dropwise and heated at 120° C. for 2 h. The reaction mixture was concentrated, diluted with ethyl acetate (150 mL), and washed with water (150 mL). The aqueous layer was separated and extracted with ethyl acetate (150 mL). The combined organic extracts were washed with brine (100 mL), dried over anhydrous sodium su... The reactants are O1CCCC=C1 (3,4-dihydro-2H-pyran), BrCCCCO (4-bromobutanol), C(O)([O-])=O.[Na+] (sodium hydrogencarbonate). Run in C(Cl)(Cl)Cl (chloroform), C(Cl)(Cl)Cl (chloroform). Run at time 4 hour. The product is O1C(CCCC1)OCCCCBr (4-(tetrahydropyran-2-yl)oxybutyl bromide). Isolated yield 96.0%. Reaction SMILES: [Br:1][CH2:2][CH2:3][CH2:4][CH2:5][OH:6].[O:7]1[CH:12]=[CH:11][CH2:10][CH2:9][CH2:8]1.C(=O)([O-])O.[Na+]>C(Cl)(Cl)Cl>[O:7]1[CH2:12][CH2:11][CH2:10][CH2:9][CH:8]1[O:6][CH2:5][CH2:4][CH2:3][CH2:2][Br:1] |f:2.3|. Procedure: 16.0 g (105.0 mmols) of 4-bromobutanol was dissolved in 140 ml of chloroform, and a solution prepared by dissolving 13.9 ml (1.5-fold equivalent weight) of 3,4-dihydro-2H-pyran in 40 ml of chloroform was dropwise added thereto at 0° C. in an atmosphere of argon. The solution obtained was stirred for 4 hours while keeping it at 0° C., followed by addition of an aqueous sodium hydrogencarbonate, and the resulting solution was extracted with chloroform (100 ml×2). The organic layer obtained was dri... Yields the product NC1=NNC2=CN=CC(=C21)C2=CC=C(C=C2)NC(=O)NC2=C(C=CC(=C2)C)F (N-[4-(3-amino-1H-pyrazolo[3,4-c]pyridin-4-yl)phenyl]-N′-(2-fluoro-5-methylphenyl)urea). Run at time 16 hour. Run in CN(C)C=O (DMF). As a reaction SMILES: [NH2:1][C:2]1[CH:7]=[CH:6][C:5]([C:8]2[CH:13]=[N:12][CH:11]=[C:10]3[NH:14][N:15]=[C:16]([NH2:17])[C:9]=23)=[CH:4][CH:3]=1.[F:18][C:19]1[CH:24]=[CH:23][C:22]([CH3:25])=[CH:21][C:20]=1[N:26]=[C:27]=[O:28]>CN(C=O)C>[NH2:17][C:16]1[C:9]2[C:10](=[CH:11][N:12]=[CH:13][C:8]=2[C:5]2[CH:4]=[CH:3][C:2]([NH:1][C:27]([NH:26][C:20]3[CH:21]=[C:22]([CH3:25])[CH:23]=[CH:24][C:19]=3[F:18])=[O:28])=[CH:7][CH:6]=2)[NH:14][N:15]=1. Procedure details: The product from Example 1D (50 mg, 0.22 mmol) in DMF (1 mL) was treated with 1-fluoro-2-isocyanato-4-methyl-benzene (0.03 mL, 0.22 mmol) and stirred for 16 hours. The crude product was directly purified via preparative HPLC on an Agilent Zorbax Stablebond C-18 (7 micron particle size) preparative column using a solvent gradient of 30% to 100% acetonitrile in 0.1% aqueous TFA at a flow rate of 15 mL/minute. The product was further purified via silica gel chromatography eluting with 5% methanol/C... Reactants: NC1=CC=C(C=C1)C1=C2C(=CN=C1)NN=C2N (4-(4-Amino-phenyl)-1H-pyrazolo[3,4-c]pyridin-3-ylamine), FC1=C(C=C(C=C1)C)N=C=O (1-fluoro-2-isocyanato-4-methyl-benzene). Starting materials: OC1=C(C=O)C=CC=C1C (2-Hydroxy-3-methyl-benzaldehyde), O (Water), [Cl-].C[S+](=O)(C)C (trimethyl sulfoxonium chloride), [H-].[Na+] (sodium hydride). Run in C1CCOC1 (THF), C1CCOC1 (THF). Yields the product CC1=CC=CC=2C(COC21)O (7-Methyl-2,3-dihydro-1-benzofuran-3-ol). Yield: 44.4%. RXN SMILES: [Cl-].[CH3:2][S+](C)(C)=O.[H-].[Na+].[OH:9][C:10]1[C:17]([CH3:18])=[CH:16][CH:15]=[CH:14][C:11]=1[CH:12]=[O:13].O>C1COCC1>[CH3:18][C:17]1[C:10]2[O:9][CH2:2][CH:12]([OH:13])[C:11]=2[CH:14]=[CH:15][CH:16]=1 |f:0.1,2.3|. Reported procedure: To a stirred suspension of trimethyl sulfoxonium chloride (3.78 g, 0.03 mole) in dry THF (60 ml) was added sodium hydride (1.16 g, 0.03 mole) and the whole warmed to reflux for 1 h. 2-Hydroxy-3-methyl-benzaldehyde (Lancaster) (4 g, 0.03 mole) was added in 30 ml THF via syringe and the resulting orange suspension stirred at reflux for 5 h. Water (50 ml) was added, and the organics were extracted with ether (3×50 ml). The combined organics were dried (MgSO4), filtered and evaporated in vacuo to an... Reactants: O1C(=CC=C1)C1=NN2C(N=C(N=C2N)S(=O)(=O)C)=N1 (2-Furan-2-yl-5-methanesulfonyl-[1,2,4]triazolo[1,5-a][1,3,5]triazin-7-ylamine), NC[C@@H]1N(CCC1)C(=O)OC(C)(C)C ((R)-2-aminomethyl-1-Boc-pyrrolidine). The solvent is CC#N (CH3CN). The product is C(C)(C)(C)OC(=O)N1C(CCC1)CNC1=NC=2N(C(=N1)N)N=C(N2)C=2OC=CC2 (2-[(7-amino-2-furan-2-yl-[1,2,4]triazolo[1,5-a][1,3,5]triazin-5-ylamino)-methyl]-pyrrolidine-1-carboxylic acid tert-butyl ester). Yield: 87.9%. Reaction SMILES: [O:1]1[CH:5]=[CH:4][CH:3]=[C:2]1[C:6]1[N:19]=[C:9]2[N:10]=[C:11](S(C)(=O)=O)[N:12]=[C:13]([NH2:14])[N:8]2[N:7]=1.[NH2:20][CH2:21][C@H:22]1[CH2:26][CH2:25][CH2:24][N:23]1[C:27]([O:29][C:30]([CH3:33])([CH3:32])[CH3:31])=[O:28]>CC#N>[C:30]([O:29][C:27]([N:23]1[CH2:24][CH2:25][CH2:26][CH:22]1[CH2:21][NH:20][C:11]1[N:12]=[C:13]([NH2:14])[N:8]2[N:7]=[C:6]([C:2]3[O:1][CH:5]=[CH:4][CH:3]=3)[N:19]=[C:9]2[N:10]=1)=[O:28])([CH3:33])([CH3:32])[CH3:31]. Procedure: 2-Furan-2-yl-5-methanesulfonyl-[1,2,4]triazolo[1,5-a][1,3,5]triazin-7-ylamine (2.5 mmol; see Example 1(a)) was suspended in 20 mL of CH3CN along with 5 mmol of (R)-2-aminomethyl-1-Boc-pyrrolidine (Astatech, Monmouth Junction, N.J.). The reaction mixture was stirred under reflux for 2 hours. It was then cooled to room temperature and concentrated under reduced pressure. The resulting residue was diluted with CH2Cl2 and washed with dilute 1% citric acid, brine, dried with Na2SO4 and concentrated u... Starting materials: CC1CCNCCN1C(=O)c1ccccc1-n1nccn1, Cc1csc2nc(N3CCC(C)N(C(=O)c4ccccc4-n4nccn4)CC3)ncc12, Clc1ncc2c(n1)CCCC2. Yields the product CC1CCN(c2ncc3c(n2)CCCC3)CCN1C(=O)c1ccccc1-n1nccn1. As a reaction SMILES: [CH3:12][CH:13]1[CH2:14][CH2:15][NH:16][CH2:17][CH2:18][N:19]1[C:20]([c:21]1[c:22](-[n:27]2[n:28][cH:29][cH:30][n:31]2)[cH:23][cH:24][cH:25][cH:26]1)=[O:32].[CH3:33][c:34]1[c:35]2[cH:36][n:37][c:38]([N:39]3[CH2:40][CH2:41][CH:42]([CH3:43])[N:44]([C:45](=[O:46])[c:47]4[cH:48][cH:49][cH:50][cH:51][c:52]4-[n:53]4[n:54][cH:55][cH:56][n:57]4)[CH2:58][CH2:59]3)[n:60][c:61]2[s:62][cH:63]1.[Cl:1][c:2]1[n:3][c:4]2[c:9]([cH:10][n:11]1)[CH2:8][CH2:7][CH2:6][CH2:5]2>>[c:2]1([N:16]2[CH2:15][CH2:14][CH:13]([CH3:12])[N:19]([C:20]([c:21]3[c:22](-[n:27]4[n:28][cH:29][cH:30][n:31]4)[cH:23][cH:24][cH:25][cH:26]3)=[O:32])[CH2:18][CH2:17]2)[n:3][c:4]2[c:9]([cH:10][n:11]1)[CH2:8][CH2:7][CH2:6][CH2:5]2.